From a dataset of the Open Reaction Database (ORD), a public repository of structured organic reaction records. describe an organic reaction: reactants, conditions, products, and yield The reactants are C(N)(=O)C1=C(C(=NN1C)CCC)NC(CC1=C(C=CC=C1)OC)=O (N-(5-carbamoyl-1-methyl-3-propyl-1H-4-pyrazolyl)-2-(2-methoxyphenyl)acetamide), [OH-].[Na+] (sodium hydroxide). Run in polyphosphoric acid. Conditions: temperature 150 celsius. Yields the product COC1=C(CC=2NC(C3=C(N2)C(=NN3C)CCC)=O)C=CC=C1 (5-(2-methoxybenzyl)-1-methyl-3-propyl-6,7-dihydro-1H-pyrazolo[4,3-d]pyrimidin-7-one). Reaction SMILES: [C:1]([C:4]1[N:8]([CH3:9])[N:7]=[C:6]([CH2:10][CH2:11][CH3:12])[C:5]=1[NH:13][C:14](=O)[CH2:15][C:16]1[CH:21]=[CH:20][CH:19]=[CH:18][C:17]=1[O:22][CH3:23])(=[O:3])[NH2:2].[OH-].[Na+]>>[CH3:23][O:22][C:17]1[CH:18]=[CH:19][CH:20]=[CH:21][C:16]=1[CH2:15][C:14]1[NH:2][C:1](=[O:3])[C:4]2[N:8]([CH3:9])[N:7]=[C:6]([CH2:10][CH2:11][CH3:12])[C:5]=2[N:13]=1 |f:1.2|. Procedure: N-(5-carbamoyl-1-methyl-3-propyl-1H-4-pyrazolyl)-2-(2-methoxyphenyl)acetamide (750 mg, 0.00228 mol) was suspended in polyphosphoric acid (10 ml) and heated under nitrogen at 150° C. for 4 hours. On cooling, the solution was added to ice and the pH adjusted to 5 with aqueous 10N sodium hydroxide solution. The aqueous phase was extracted with dichloromethane (3×10 ml), the organic extracts combined, dried (MgSO4), filtered and concentrated under reduced pressure. Reactants: [H-].[Na+] (NaH), CN(C)C=O (DMF), C(C)(C)(C)OC(N[C@@H]1CC[C@H](CC1)O)=O (trans-(4-hydroxy-cyclohexyl)-carbamic acid tert-butyl ester), ClC=1SC2=C(N1)C(=CC=C2)OC (2-chloro-4-methoxybenzothiazole). Solvent: C1CCOC1 (THF), O (water). Reaction conditions: temperature 0 celsius, time 1 hour. The product is C(C)(C)(C)OC(N[C@@H]1CC[C@H](CC1)OC=1SC2=C(N1)C(=CC=C2)OC)=O ([trans-4-(4-methoxy-benzothiazol-2-yloxy)-cyclohexyl]-carbamic acid tert-butyl ester). Yield: 26.4%. As a reaction SMILES: [C:1]([O:5][C:6](=[O:15])[NH:7][C@H:8]1[CH2:13][CH2:12][C@H:11]([OH:14])[CH2:10][CH2:9]1)([CH3:4])([CH3:3])[CH3:2].Cl[C:17]1[S:18][C:19]2[CH:25]=[CH:24][CH:23]=[C:22]([O:26][CH3:27])[C:20]=2[N:21]=1.[H-].[Na+].CN(C=O)C>C1COCC1.O>[C:1]([O:5][C:6](=[O:15])[NH:7][C@H:8]1[CH2:9][CH2:10][C@H:11]([O:14][C:17]2[S:18][C:19]3[CH:25]=[CH:24][CH:23]=[C:22]([O:26][CH3:27])[C:20]=3[N:21]=2)[CH2:12][CH2:13]1)([CH3:4])([CH3:2])[CH3:3] |f:2.3|. Procedure: trans-(4-hydroxy-cyclohexyl)-carbamic acid tert-butyl ester (2.15 g, 10 mmol) and 2-chloro-4-methoxybenzothiazole (1.99 g, 10 mmol) were dissolved in THF (50 ml) and cooled to 0° C. At this temperature, NaH dispersion (960 mg, 2.2 eq) was added portionwise and the mixture was heated at 60° C. for 2 h. DMF (20 ml) was added and heating was continued for 1 h. The mixture was poured into water and extracted with EtOAc. The organic layer was washed with water and brine, dried over MgSO4 and concentr... Starting materials: COCC(C)CC(N)C(=O)NP(=O)(O)OCC1OC(n2cc(C)c(=O)[nH]c2=O)CC1N=[N+]=[N-], CN, CO. Product: CNCC(C)CC(N)C(=O)NP(=O)(O)OCC1OC(n2cc(C)c(=O)[nH]c2=O)CC1N=[N+]=[N-]. As a reaction SMILES: [CH3:1][O:2][CH2:3][CH:4]([CH2:5][CH:6]([NH2:7])[C:8](=[O:9])[NH:10][P:11]([OH:12])(=[O:13])[O:14][CH2:15][CH:16]1[CH:17]([N:30]=[N+:31]=[N-:32])[CH2:18][CH:19]([n:21]2[c:22](=[O:23])[nH:24][c:25](=[O:26])[c:27]([CH3:28])[cH:29]2)[O:20]1)[CH3:33].[CH3:34][NH2:35].[CH3:36][OH:37]>>[CH2:3]([CH:4]([CH2:5][CH:6]([NH2:7])[C:8](=[O:9])[NH:10][P:11]([OH:12])(=[O:13])[O:14][CH2:15][CH:16]1[CH:17]([N:30]=[N+:31]=[N-:32])[CH2:18][CH:19]([n:21]2[c:22](=[O:23])[nH:24][c:25](=[O:26])[c:27]([CH3:28])[cH:29]2)[O:20]1)[CH3:33])[NH:35][CH3:34]. The reactants are ClC1=C(C=CC(=C1)Cl)/C=C/C(=O)OC ((E)-methyl 3-(2,4-dichlorophenyl)acrylate), [OH-].[Na+] (NaOH). The solvent is C1CCOC1 (THF). Run at time 24 hour. Product: ClC1=C(C=CC(=C1)Cl)/C=C/C(=O)O ((E)-3-(2,4-Dichlorophenyl)acrylic acid). As a reaction SMILES: [Cl:1][C:2]1[CH:7]=[C:6]([Cl:8])[CH:5]=[CH:4][C:3]=1/[CH:9]=[CH:10]/[C:11]([O:13]C)=[O:12].[OH-].[Na+]>C1COCC1>[Cl:1][C:2]1[CH:7]=[C:6]([Cl:8])[CH:5]=[CH:4][C:3]=1/[CH:9]=[CH:10]/[C:11]([OH:13])=[O:12] |f:1.2|. Reported procedure: To a stirred solution of (E)-methyl 3-(2,4-dichlorophenyl)acrylate (5052 mg, 21.86 mmol) in THF (109.00 mL) at RT was added 2M NaOH (32.8 mL, 65.6 mmol) and the mixture allowed to stir for 24 hrs. The THF was removed under reduced pressure and on cooling HCl (37%) was added dropwise to the aqueous solution. A solid precipitated out of solution which was filtered and dried to afford the title product; Reactants: C=CC(C)c1c(O)c(C(C)(C)C)cc2c1CC1(CCCCCC1)O2, CCO. Product: CCC(C)c1c(O)c(C(C)(C)C)cc2c1CC1(CCCCCC1)O2. As a reaction SMILES: [C:1]([CH3:2])([CH3:3])([CH3:4])[c:5]1[cH:6][c:7]2[c:8]([c:18]([CH:21]([CH:22]=[CH2:23])[CH3:24])[c:19]1[OH:20])[CH2:9][C:10]1([CH2:11][CH2:12][CH2:13][CH2:14][CH2:15][CH2:16]1)[O:17]2.[CH3:25][CH2:26][OH:27]>>[C:1]([CH3:2])([CH3:3])([CH3:4])[c:5]1[cH:6][c:7]2[c:8]([c:18]([CH:21]([CH2:22][CH3:23])[CH3:24])[c:19]1[OH:20])[CH2:9][C:10]1([CH2:11][CH2:12][CH2:13][CH2:14][CH2:15][CH2:16]1)[O:17]2. The reactants are C([O-])([O-])=O.[Na+].[Na+] (sodium carbonate), S(N)(=O)(=O)C=1C=C(C=CC1)N1N=CC=2C1=NC=CC2B(O)O (1-(3-sulfamoylphenyl)-1H-pyrazolo[3,4-b]pyridin-4-ylboronic acid), NC1=NC=NC=C1Br (4-amino-5-bromopyrimidine). Reagents/catalysts: [Pd].C1(=CC=CC=C1)P(C1=CC=CC=C1)C1=CC=CC=C1.C1(=CC=CC=C1)P(C1=CC=CC=C1)C1=CC=CC=C1.C1(=CC=CC=C1)P(C1=CC=CC=C1)C1=CC=CC=C1.C1(=CC=CC=C1)P(C1=CC=CC=C1)C1=CC=CC=C1 (tetrakis(triphenylphosphine) palladium(0)). The solvent is CCO.COCCOC.O (EtOH DME H2O). Reaction conditions: temperature 105 celsius. Yields the product NC1=NC=NC=C1C1=C2C(=NC=C1)N(N=C2)C=2C=C(C=CC2)S(=O)(=O)N (3-(4-(4-aminopyrimidin-5-yl)-1H-pyrazolo[3,4-b]pyridin-1-yl)benzenesulfonamide), solid. Yield: 11.6%. Reaction SMILES: [S:1]([C:5]1[CH:6]=[C:7]([N:11]2[C:15]3=[N:16][CH:17]=[CH:18][C:19](B(O)O)=[C:14]3[CH:13]=[N:12]2)[CH:8]=[CH:9][CH:10]=1)(=[O:4])(=[O:3])[NH2:2].[NH2:23][C:24]1[C:29](Br)=[CH:28][N:27]=[CH:26][N:25]=1.C(=O)([O-])[O-].[Na+].[Na+]>[Pd].C1(P(C2C=CC=CC=2)C2C=CC=CC=2)C=CC=CC=1.C1(P(C2C=CC=CC=2)C2C=CC=CC=2)C=CC=CC=1.C1(P(C2C=CC=CC=2)C2C=CC=CC=2)C=CC=CC=1.C1(P(C2C=CC=CC=2)C2C=CC=CC=2)C=CC=CC=1.CCO.COCCOC.O>[NH2:23][C:24]1[C:29]([C:19]2[CH:18]=[CH:17][N:16]=[C:15]3[N:11]([C:7]4[CH:6]=[C:5]([S:1]([NH2:2])(=[O:4])=[O:3])[CH:10]=[CH:9][CH:8]=4)[N:12]=[CH:13][C:14]=23)=[CH:28][N:27]=[CH:26][N:25]=1 |f:2.3.4,5.6.7.8.9,10.11.12|. Reported procedure: Example 4 was prepared according to the general procedure of Example 1, except heating at 105° C. for 18 h and using the following materials: Intermediate 1B (32 mg, 0.101 mmol), 4-amino-5-bromopyrimidine (38.6 mg, 0.222 mmol), sodium carbonate (41.8 mg, 0.394 mmol), EtOH:DME:H2O (1.2:2.5:1.0 ratio) (1.0 mL) and tetrakis(triphenylphosphine) palladium(0) (18.6 mg, 0.016 mmol). The title compound was isolated as a white solid (4.3 mg, 11.6%). Purification was done by preparative HPLC (Condition A)...